Dataset: the Open Reaction Database (ORD), a public repository of structured organic reaction records. Task: describe an organic reaction: reactants, conditions, products, and yield Reactants: C(C1=CC=CC=C1)(=O)N1CC(CCC1)C(=O)OCC (ethyl 1-benzoyl-3-piperidinecarboxylate), FC1=CC=C(C(=O)Cl)C=C1 (4-fluorobenzoyl chloride), CCOC(=O)C1CNCCC1=O.Cl (ethyl 4-piperidone-3-carboxylate hydrochloride), C(C)(C)N(CC)C(C)C (diisopropylethylamine). Yields the product FC1=CC=C(C(=O)N2CC(C(CC2)=O)C(=O)OCC)C=C1 (ethyl 1-(4-fluorobenzoyl)4-oxo-3-piperidinecarboxylate). Yield: 84.4%. As a reaction SMILES: C(N1CCCC(C(OCC)=O)C1)(=O)C1C=CC=CC=1.[CH3:20][CH2:21][O:22][C:23]([CH:25]1[C:30](=[O:31])[CH2:29][CH2:28][NH:27][CH2:26]1)=[O:24].Cl.C(N(C(C)C)CC)(C)C.[F:42][C:43]1[CH:51]=[CH:50][C:46]([C:47](Cl)=[O:48])=[CH:45][CH:44]=1>>[F:42][C:43]1[CH:51]=[CH:50][C:46]([C:47]([N:27]2[CH2:28][CH2:29][C:30](=[O:31])[CH:25]([C:23]([O:22][CH2:21][CH3:20])=[O:24])[CH2:26]2)=[O:48])=[CH:45][CH:44]=1 |f:1.2|. Reported procedure: The reaction was run in the same manner as ethyl 1-benzoyl-3-piperidinecarboxylate, starting with ethyl 4-piperidone-3-carboxylate hydrochloride (200.4 mg; 0.97 mmol), diisopropylethylamine (360 μl; 2.08 mmol) and 4-fluorobenzoyl chloride (114 μl; 0.97 mmol), giving ethyl 1-(4-fluorobenzoyl)4-oxo-3-piperidinecarboxylate (240.2 mg) as a thick, light yellow oil without further purification. MS m/z (positive ion) 348 (25), 316 (M+Na+; 75), 294 (MH+; 100).